Dataset: the Open Reaction Database (ORD), a public repository of structured organic reaction records. Task: describe an organic reaction: reactants, conditions, products, and yield Starting materials: COC1=C(COC2=CC=C(NC(C)=O)C=C2)C=CC(=C1)OC (p-(2,4-Dimethoxybenzyloxy)acetanilide), [OH-].[K+] (potassium hydroxide). Run in C(C)O (ethanol). Product: COC1=C(COC2=CC=C(N)C=C2)C=CC(=C1)OC (p-(2,4-dimethoxybenzyloxy)aniline). As a reaction SMILES: [CH3:1][O:2][C:3]1[CH:20]=[C:19]([O:21][CH3:22])[CH:18]=[CH:17][C:4]=1[CH2:5][O:6][C:7]1[CH:16]=[CH:15][C:10]([NH:11]C(=O)C)=[CH:9][CH:8]=1.[OH-].[K+]>C(O)C>[CH3:1][O:2][C:3]1[CH:20]=[C:19]([O:21][CH3:22])[CH:18]=[CH:17][C:4]=1[CH2:5][O:6][C:7]1[CH:16]=[CH:15][C:10]([NH2:11])=[CH:9][CH:8]=1 |f:1.2|. Procedure: p-(2,4-Dimethoxybenzyloxy)acetanilide (3 g, 0.01 M) in ethanol (30 ml) is treated with potassium hydroxide (3 g), then the mixture is heated under reflux for 12 hours. The solvent is removed by evaporation, the residue treated with water and extracted with ether. The ether solution is treated with charcoal, dried and concentrated to afford p-(2,4-dimethoxybenzyloxy)aniline. Procedure: A mixture of 160 mg of 5,8-quinoxalinedione and 316 mg of 1-piperazinecarboxylic acid ethyl ester in 10 ml of dioxane was stirred for 3 hours. The resulting solid was collected, washed with ether and dried, giving 150 mg of the desired product as a red solid, mp 180°-195° C. (dec.). As a reaction SMILES: [N:1]1[C:10]2[C:9](=[O:11])[CH:8]=[CH:7][C:6](=[O:12])[C:5]=2[N:4]=[CH:3][CH:2]=1.[CH2:13]([O:15][C:16]([N:18]1[CH2:23][CH2:22][NH:21][CH2:20][CH2:19]1)=[O:17])[CH3:14]>O1CCOCC1>[CH2:13]([O:15][C:16]([N:18]1[CH2:19][CH2:20][N:21]([C:8]2[C:9](=[O:11])[C:10]3[N:1]=[CH:2][CH:3]=[N:4][C:5]=3[C:6](=[O:12])[CH:7]=2)[CH2:22][CH2:23]1)=[O:17])[CH3:14]. Run at time 3 hour. Yield: 47.5%. Product: C(C)OC(=O)N1CCN(CC1)C=1C(C=2N=CC=NC2C(C1)=O)=O (4-(5,8-dihydro-5,8-dioxo-6-quinoxalinyl)-1-piperazine carboxylic acid ethyl ester). Solvent: O1CCOCC1 (dioxane). The reactants are N1=CC=NC=2C(C=CC(C12)=O)=O (5,8-quinoxalinedione), C(C)OC(=O)N1CCNCC1 (1-piperazinecarboxylic acid ethyl ester).